Dataset: the Open Reaction Database (ORD), a public repository of structured organic reaction records. Task: describe an organic reaction: reactants, conditions, products, and yield Starting materials: bis(cyclooctadiene-1,5)nickel, C[Si](C)(C)N([Si](C)(C)C)P(=N[Si](C)(C)C)=N[Si](C)(C)C (bis(trimethylsilyl)amino-bis(trimethylsilylimino)phosphorane), CCCCC=C (hexene-1). Run in CCCCCCCCC=C (decene-1). Conditions: temperature 0 celsius, time 3 hour. The product is CCCCCCCCC=C.CCCCC=C (decene-1 hexene-1). As a reaction SMILES: C[Si](N(P(=N[Si](C)(C)C)=N[Si](C)(C)C)[Si](C)(C)C)(C)C.[CH3:21][CH2:22][CH2:23][CH2:24][CH:25]=[CH2:26]>CCCCCCCCC=C>[CH3:26][CH2:25][CH2:24][CH2:23][CH2:22][CH2:21][CH2:24][CH2:23][CH:22]=[CH2:21].[CH3:26][CH2:25][CH2:24][CH2:23][CH:22]=[CH2:21] |f:3.4|. Procedure details: In a glass vessel pre-conditioned by heating under vacuum and filled with argon 0.34 g (1.24 mmol) of bis(cyclooctadiene-1,5)nickel and 0.46 g (1.25 mmol) of bis(trimethylsilyl)amino-bis(trimethylsilylimino)phosphorane were dissolved in 20 ml of decene-1, and the solution was stirred at 0° C. for 3 hours. Then to the gel-like mass there were added 20 ml of hexene-1, and the mixture was stirred at 0° C. for another 4 hours. After a working-up procedure as described in Example 1 there were obtaine... Reactants: C(C1=CC=CC=C1)(C1=CC=CC=C1)=NNC(CC(CO)C1=CC(=CC=C1)OC)=O (4-hydroxy-3-(3-methoxy-phenyl)-butyric acid benzhydrylidene-hydrazide), CS(=O)(=O)Cl (methanesulfonyl chloride). Reagents/catalysts: CN(C1=CC=NC=C1)C (4-dimethylaminopyridine). Run in ClCCl (dichloromethane), N1=CC=CC=C1 (pyridine). Conditions: time 18 hour. The product is C(C1=CC=CC=C1)(C1=CC=CC=C1)=NNC(=O)CC(COS(=O)(=O)C)C1=CC(=CC=C1)OC (Methansulfonic acid 3-(benzhydrylidene-hydrazinocarbonyl)-2-(3-methoxy-phenyl)-propyl ester). Reaction SMILES: [C:1](=[N:14][NH:15][C:16](=[O:29])[CH2:17][CH:18]([C:21]1[CH:26]=[CH:25][CH:24]=[C:23]([O:27][CH3:28])[CH:22]=1)[CH2:19][OH:20])([C:8]1[CH:13]=[CH:12][CH:11]=[CH:10][CH:9]=1)[C:2]1[CH:7]=[CH:6][CH:5]=[CH:4][CH:3]=1.[CH3:30][S:31](Cl)(=[O:33])=[O:32]>CN(C)C1C=CN=CC=1.N1C=CC=CC=1.ClCCl>[C:1](=[N:14][NH:15][C:16]([CH2:17][CH:18]([C:21]1[CH:26]=[CH:25][CH:24]=[C:23]([O:27][CH3:28])[CH:22]=1)[CH2:19][O:20][S:31]([CH3:30])(=[O:33])=[O:32])=[O:29])([C:8]1[CH:13]=[CH:12][CH:11]=[CH:10][CH:9]=1)[C:2]1[CH:7]=[CH:6][CH:5]=[CH:4][CH:3]=1. Procedure: A solution of 4-hydroxy-3-(3-methoxy-phenyl)-butyric acid benzhydrylidene-hydrazide and (1.7 g, 4.38 mmol) and 4-dimethylaminopyridine (26 mg, 0.22 mmol) in pyridine (15 mL) is cooled to 0° C. treated with methanesulfonyl chloride (0.4 mL, 5.25 mmol) and stirred 18 h at room temperature. The mixture is diluted with dichloromethane (30 mL) and washed with 1 N hydrochloric acid (30 mL), a saturated solution of sodium bicarbonate and brine. The mixture is dried over magnesium sulfate, filtered, con... The reactants are Cn1c(-c2ccccc2)nc(CCl)cc1=O, [K+], [K+], O=C([O-])[O-], Oc1ccc(N2CCNCC2)cc1. Product: Cn1c(-c2ccccc2)nc(CN2CCN(c3ccc(O)cc3)CC2)cc1=O. RXN SMILES: [Cl:14][CH2:15][c:16]1[cH:17][c:18](=[O:29])[n:19]([CH3:28])[c:20](-[c:22]2[cH:23][cH:24][cH:25][cH:26][cH:27]2)[n:21]1.[K+:30].[K+:31].[O-:32][C:33]([O-:34])=[O:35].[OH:1][c:2]1[cH:3][cH:4][c:5]([N:8]2[CH2:9][CH2:10][NH:11][CH2:12][CH2:13]2)[cH:6][cH:7]1>>[OH:1][c:2]1[cH:3][cH:4][c:5]([N:8]2[CH2:9][CH2:10][N:11]([CH2:15][c:16]3[cH:17][c:18](=[O:29])[n:19]([CH3:28])[c:20](-[c:22]4[cH:23][cH:24][cH:25][cH:26][cH:27]4)[n:21]3)[CH2:12][CH2:13]2)[cH:6][cH:7]1. The reactants are CCOCC (ether), C1(=CC=C(C=C1)S(=O)(=O)O)C (p-toluenesulfonic acid). The solvent is CO (methanol). The product is C(CC)C(=CCC/C=C/CCCCO)CCC (10-propyl-trans-5,9-tridecadienol). Reaction SMILES: CC[O:3][CH2:4][CH3:5].[C:6]1([CH3:16])[CH:11]=[CH:10][C:9](S(O)(=O)=O)=[CH:8][CH:7]=1>CO>[CH2:9]([C:10]([CH2:11][CH2:6][CH3:16])=[CH:9][CH2:8][CH2:7]/[CH:16]=[CH:6]/[CH2:7][CH2:8][CH2:5][CH2:4][OH:3])[CH2:10][CH3:11]. Procedure: 0.6 g of diethyl 6-propyl-2,5-nonadienylphosphonate was dissolved in 10 ml. of tetrahydofuran, and an equivalent amount of n-butyl lithium was added at -60° C. in an atmosphere of argon. To this solution was further added 0.56g of 4-butyl iodide-1-tetrahydropyranyl ether. The temperature of the reaction system was gradually elevated to room temperature. The reaction mixture was poured into ice water, and extracted with ether. Concentration of the solvent gave a pale yellow viscous oily substance... Reactants: NC=1C(=CC2=C(N(C(S2)=O)CC#C)C1)F (5-amino-6-fluoro-3-(2-propynyl)-2-benzothiazolinone), C(=O)(Cl)Cl (phosgene). Solvent: C(C)(=O)OCC (ethyl acetate), C(C)(=O)OCC (ethyl acetate). Conditions: temperature 50 celsius, time 2 hour. Product: FC1=CC2=C(N(C(S2)=O)CC#C)C=C1N=C=O (6-fluoro-5-isocyanato-3-(2-propynyl)-2-benzothiazolinone). Reaction SMILES: [NH2:1][C:2]1[C:3]([F:15])=[CH:4][C:5]2[S:9][C:8](=[O:10])[N:7]([CH2:11][C:12]#[CH:13])[C:6]=2[CH:14]=1.[C:16](Cl)(Cl)=[O:17]>C(OCC)(=O)C>[F:15][C:3]1[C:2]([N:1]=[C:16]=[O:17])=[CH:14][C:6]2[N:7]([CH2:11][C:12]#[CH:13])[C:8](=[O:10])[S:9][C:5]=2[CH:4]=1. Procedure details: A solution of 22.5 g of 5-amino-6-fluoro-3-(2-propynyl)-2-benzothiazolinone in 350 ml of ethyl acetate is added dropwise at 30° C. during 2 hours while stirring to a solution of 60.0 g of phosgene in 300 ml of ethyl acetate. The resulting suspension is stirred at 50° C. for 2 hours and subsequently heated slowly to the boiling point. The clear solution is then evaporated to dryness and there is thus obtained as the residue 6-fluoro-5-isocyanato-3-(2-propynyl)-2-benzothiazolinone, yellow crystals... Starting materials: C=CCN, O=C(O)c1ccc(OC(F)(F)F)cc1, CN(C)C=O, O, On1nnc2ccccc21. Yields the product C=CCNC(=O)c1ccc(OC(F)(F)F)cc1. RXN SMILES: [CH2:12]([CH:13]=[CH2:14])[NH2:15].[F:16][C:17]([O:18][c:19]1[cH:20][cH:21][c:22]([C:23](=[O:24])[OH:25])[cH:26][cH:27]1)([F:28])[F:29].[O:30]=[CH:31][N:32]([CH3:33])[CH3:34].[OH2:1].[OH:2][n:3]1[c:4]2[cH:5][cH:6][cH:7][cH:8][c:9]2[n:10][n:11]1>>[CH2:12]([CH:13]=[CH2:14])[NH:15][C:23]([c:22]1[cH:21][cH:20][c:19]([O:18][C:17]([F:16])([F:28])[F:29])[cH:27][cH:26]1)=[O:24]. The reactants are C(C)(=O)OC(C)=O (Acetic anhydride), NCCS(=O)(=O)N1C[C@@H](N(CC1)C(=O)OC(C)(C)C)C(=O)NOC(C)(C)C ((2R)-4-(2-aminoethanesulfonyl)-N-tert-butoxy-1-tert-butoxycarbonyl-2-piperazinecarboxamide). Run in CC(=O)O (AcOH). Conditions: time 3 hour. The product is C(C)(=O)NCCS(=O)(=O)N1C[C@@H](N(CC1)C(=O)OC(C)(C)C)C(=O)NOC(C)(C)C ((2R)-4-[2-(acetylamino)ethanesulfonyl]-N-tert-butoxy-1-tert-butoxycarbonyl-2-piperazinecarboxamide). Yield: 99.0%. As a reaction SMILES: [C:1](OC(=O)C)(=[O:3])[CH3:2].[NH2:8][CH2:9][CH2:10][S:11]([N:14]1[CH2:19][CH2:18][N:17]([C:20]([O:22][C:23]([CH3:26])([CH3:25])[CH3:24])=[O:21])[C@@H:16]([C:27]([NH:29][O:30][C:31]([CH3:34])([CH3:33])[CH3:32])=[O:28])[CH2:15]1)(=[O:13])=[O:12]>CC(O)=O>[C:1]([NH:8][CH2:9][CH2:10][S:11]([N:14]1[CH2:19][CH2:18][N:17]([C:20]([O:22][C:23]([CH3:26])([CH3:25])[CH3:24])=[O:21])[C@@H:16]([C:27]([NH:29][O:30][C:31]([CH3:34])([CH3:33])[CH3:32])=[O:28])[CH2:15]1)(=[O:13])=[O:12])(=[O:3])[CH3:2]. Procedure details: Acetic anhydride (36 mg) was added to a solution of (2R)-4-(2-aminoethanesulfonyl)-N-tert-butoxy-1-tert-butoxycarbonyl-2-piperazinecarboxamide (130 mg) in AcOH (2 ml). The reaction mixture was stirred at ambient temperature for 3 hours. The mixture was concentrated in vacuo, and the residue was partitioned between AcOEt and saturated aqueous NaHCO3 solution. The organic layer was washed with saturated aqueous NaCl solution, dried over MgSO4, and concentrated in vacuo to give 142 mg of (2R)-4-[2-... Reactants: N1C=CC=2C(=CC=CC12)C(=O)OC (methyl indole-4-carboxylate), C(C)(=O)Cl (acetyl chloride), [Cl-].[Al+3].[Cl-].[Cl-] (aluminum chloride), C1(=CC=CC=C1)C1=NNC(C=2C=3C1=CNC3C=CC2)=O (1,5-Dihydro-3-phenyl-[1,2]diazepino[4,5,6-cd]-indol-6-one), ketone, O.NN (hydrazine hydrate). Run in ClC(C)Cl (dichloroethane), CO (MeOH), Cl (HCl). Yields the product CC1=NNC(C=2C=3C1=CNC3C=CC2)=O (1,5-dihydro-3-methyl-[1,2]diazepino[4,5,6-cd]-indol-6-one). RXN SMILES: [C:1]1([C:7]2[C:13]3=[CH:14][NH:15][C:16]4[CH:17]=[CH:18][CH:19]=[C:11]([C:12]=43)[C:10](=[O:20])[NH:9][N:8]=2)C=CC=CC=1.N1C2C=CC=C(C(OC)=O)C=2C=C1.C(Cl)(=O)C.[Cl-].[Al+3].[Cl-].[Cl-].O.NN>ClC(Cl)C.CO.Cl>[CH3:1][C:7]1[C:13]2=[CH:14][NH:15][C:16]3[CH:17]=[CH:18][CH:19]=[C:11]([C:12]=32)[C:10](=[O:20])[NH:9][N:8]=1 |f:3.4.5.6,7.8|. Procedure details: In a manner similar to that described for compound 28, a solution of methyl indole-4-carboxylate (427 mg, 2.44 mmol) in dichloroethane (7 mL) was treated with acetyl chloride (0.5 mL) and aluminum chloride (130 mg). The intermediate ketone (198 mg, 0.92 mmol) in MeOH (5 mL) and conc. HCl (0.05 mL) was treated, as described, with hydrazine hydrate (0.1 mL). The product precipitated, was collected by filtration and rinsed with ice-cold MeOH to give 1,5-dihydro-3-methyl-[1,2]diazepino[4,5,6-cd]-ind... Reactants: CN(C)CCNc1nc2cc3c(cc2[n+]([O-])n1)CCCCC3, CO, Nc1cc2c(cc1[N+](=O)[O-])CCC2. The product is CN(C)CCNc1n[n+]([O-])c2cc3c(cc2[n+]1[O-])CCCCC3. Reaction SMILES: [CH3:1][N:2]([CH2:3][CH2:4][NH:5][c:6]1[n:7][n+:8]([O-:21])[c:9]2[c:10]([n:11]1)[cH:12][c:13]1[c:14]([cH:15]2)[CH2:16][CH2:17][CH2:18][CH2:19][CH2:20]1)[CH3:22].[CH3:36][OH:37].[N+:23](=[O:24])([c:25]1[cH:26][c:27]2[c:28]([cH:32][c:33]1[NH2:34])[CH2:29][CH2:30][CH2:31]2)[O-:35]>>[CH3:1][N:2]([CH2:3][CH2:4][NH:5][c:6]1[n:7][n+:8]([O-:21])[c:9]2[c:10]([n+:11]1[O-:24])[cH:12][c:13]1[c:14]([cH:15]2)[CH2:16][CH2:17][CH2:18][CH2:19][CH2:20]1)[CH3:22]. The reactants are C1(=CC=C(C=C1)C=1NC=CN1)C (2-p-tolyl imidazole), C=O (paraformaldehyde), C([O-])([O-])=O.[K+].[K+] (potassium carbonate), COCCO (methyl cellosolve). Run in O (water). Run at temperature 95 celsius. Yields the product C1(=CC=C(C=C1)C=1NC(=C(N1)CO)CO)C (2-p-tolyl-4,5-dihydroxymethyl imidazole), final product. The yield is 21.0%. Reaction SMILES: [C:1]1([CH3:12])[CH:6]=[CH:5][C:4]([C:7]2[NH:8][CH:9]=[CH:10][N:11]=2)=[CH:3][CH:2]=1.C=O.[C:15](=[O:18])([O-])[O-].[K+].[K+].[CH3:21][O:22]CCO>O>[C:1]1([CH3:12])[CH:2]=[CH:3][C:4]([C:7]2[NH:11][C:10]([CH2:15][OH:18])=[C:9]([CH2:21][OH:22])[N:8]=2)=[CH:5][CH:6]=1 |f:2.3.4|. Procedure: A mixture of 15.8 g (0.1 mole) of 2-p-tolyl imidazole, 9 g (0.3 mole) of paraformaldehyde, 2 g (0.015 mole) of potassium carbonate, and 50 ml of methyl cellosolve was heated at 95° C. for 30 minutes with stirring in the same way as in Example 1. 200 ml of water was added, and the reaction mixture was boiled for a while and cooled. The crystals were collected by filtration, boiled together with 20 ml of toluene, and cooled. The crystals were collected by filtration and recrystallized from methyl ...